From a dataset of the Open Reaction Database (ORD), a public repository of structured organic reaction records. describe an organic reaction: reactants, conditions, products, and yield The reactants are ( 67 ), C(C(=O)Cl)(=O)Cl (oxalyl chloride), C(C)OC(=O)C1=C(C2=C(N(C1=O)CC1=CC=C(C=C1)OC)C=CS2)O (7-hydroxy-4-(4-methoxybenzyl)-5-oxo-4,5-dihydro-thieno[3,2-b]pyridine-6-carboxylic acid ethyl ester), ( 67 ). Product: C(C)OC(=O)C1=C(C2=C(NC1=O)C=CS2)Cl (7-chloro-5-oxo-4,5-dihydro-thieno[3,2-b]pyridine-6-carboxylic acid ethyl ester). RXN SMILES: [CH2:1]([O:3][C:4]([C:6]1[C:11](=[O:12])[N:10](CC2C=CC(OC)=CC=2)[C:9]2[CH:22]=[CH:23][S:24][C:8]=2[C:7]=1O)=[O:5])[CH3:2].C(Cl)(=O)C([Cl:29])=O>>[CH2:1]([O:3][C:4]([C:6]1[C:11](=[O:12])[NH:10][C:9]2[CH:22]=[CH:23][S:24][C:8]=2[C:7]=1[Cl:29])=[O:5])[CH3:2]. Procedure: The preferred intermediate in the preparation of compounds of structure (I), 7-chloro-5-oxo-4,5-dihydro-thieno[3,2-b]pyridine-6-carboxylic acid ethyl ester depicted by formula (4) below, was also prepared by an alternative route as shown in Scheme 34. In this method, methyl-3-amino-thiophene-2-carboxylate was reacted with 4-methoxy benzylchloride to yield methyl 3-(4-methoxybenzylamino)thiophene-2-carboxylate, depicted by formula (65). This intermediate was reacted with ethylmalonyl chloride fol...